From a dataset of the Open Reaction Database (ORD), a public repository of structured organic reaction records. describe an organic reaction: reactants, conditions, products, and yield Starting materials: C(C=1C(O)=CC=CC1)(=O)[O-].[Mg].OCC[N+](C)(C)C (choline magnesium salicylate), C(C=1C(O)=CC=CC1)(=O)OCC[N+](C)(C)C (choline salicylate). The product is C(C=1C(O)=CC=CC1)(=O)[O-].C(C=1C(O)=CC=CC1)(=O)[O-].C(C=1C(O)=CC=CC1)(=O)[O-].[Mg+2].OCC[N+](C)(C)C (Choline Magnesium Trisalicylate). Reaction SMILES: [C:1]([O-:10])(=[O:9])[C:2]1[C:3](=[CH:5][CH:6]=[CH:7][CH:8]=1)[OH:4].[Mg:11].[OH:12][CH2:13][CH2:14][N+:15]([CH3:18])([CH3:17])[CH3:16].[C:19]([O:28]CC[N+](C)(C)C)(=[O:27])[C:20]1[C:21](=[CH:23][CH:24]=[CH:25][CH:26]=1)[OH:22]>>[C:1]([O-:10])(=[O:9])[C:2]1[C:3](=[CH:5][CH:6]=[CH:7][CH:8]=1)[OH:4].[C:19]([O-:28])(=[O:27])[C:20]1[C:21](=[CH:23][CH:24]=[CH:25][CH:26]=1)[OH:22].[C:1]([O-:10])(=[O:9])[C:2]1[C:3](=[CH:5][CH:6]=[CH:7][CH:8]=1)[OH:4].[Mg+2:11].[OH:12][CH2:13][CH2:14][N+:15]([CH3:18])([CH3:17])[CH3:16] |f:0.1.2,4.5.6.7.8|. Reported procedure: This example illustrates the preparation of a non-stable, solid choline magnesium salicylate composition by a granulation technique employing liquid choline salicylate. Reactants: C=1(C(=CC=CC1)C)C (xylene), ClC1=C(C=CC=C1)C(C(C(CC(=O)C1=C(C=CC=C1)Cl)=O)C)=O (1,5-bis(2-chlorophenyl)-2-methyl-1,3,5-pentanetrione), ClC1=C(N)C=CC=C1 (2-chloroaniline), 5A, ice water, resultant mixture. Solvent: C(Cl)(Cl)Cl (chloroform). Product: ClC1=C(C=CC=C1)N1C(=C(C(C=C1C1=C(C=CC=C1)Cl)=O)C)C1=C(C=CC=C1)Cl (1,2,6-tris(2-chlorophenyl)-3-methyl-4(1H)-pyridinone). Yield: 15.9%. As a reaction SMILES: C1(C)C(C)=CC=CC=1.[Cl:9][C:10]1[CH:15]=[CH:14][CH:13]=[CH:12][C:11]=1[C:16](=O)[CH:17]([CH3:30])[C:18](=[O:29])[CH2:19][C:20]([C:22]1[CH:27]=[CH:26][CH:25]=[CH:24][C:23]=1[Cl:28])=O.[Cl:32][C:33]1[CH:39]=[CH:38][CH:37]=[CH:36][C:34]=1[NH2:35]>C(Cl)(Cl)Cl>[Cl:32][C:33]1[CH:39]=[CH:38][CH:37]=[CH:36][C:34]=1[N:35]1[C:20]([C:22]2[CH:27]=[CH:26][CH:25]=[CH:24][C:23]=2[Cl:28])=[CH:19][C:18](=[O:29])[C:17]([CH3:30])=[C:16]1[C:11]1[CH:12]=[CH:13][CH:14]=[CH:15][C:10]=1[Cl:9]. Procedure: To 200 ml of xylene were added 6.9 g (0.020 mole) of 1,5-bis(2-chlorophenyl)-2-methyl-1,3,5-pentanetrione, 25.5 g (0.20 mole) of 2-chloroaniline and 20.0 g of Molecular Sieves 5A. After heating the reaction mixture under reflux for 2 hours, the reaction mixture was poured into ice water, followed by addition of 200 ml of chloroform thereto and vigorous stirring of the resultant mixture. One hour later, the reaction mixture was filtered to remove solid matter. The organic layer was washed first w... Reactants: CCC(C)=O, Clc1ccccc1-c1cc2c3c(c1)C1CNCCC1N3CC2, O=C(CCCCl)c1ccc(F)cc1. Yields the product O=C(CCCN1CCC2C(C1)c1cc(-c3ccccc3Cl)cc3c1N2CC3)c1ccc(F)cc1. As a reaction SMILES: [CH2:36]([C:37]([CH3:38])=[O:39])[CH3:40].[Cl:1][c:2]1[c:3](-[c:8]2[cH:9][c:10]3[c:14]4[c:15]([cH:16]2)[CH2:17][CH2:18][N:13]4[CH:12]2[CH:11]3[CH2:22][NH:21][CH2:20][CH2:19]2)[cH:4][cH:5][cH:6][cH:7]1.[Cl:23][CH2:24][CH2:25][CH2:26][C:27](=[O:28])[c:29]1[cH:30][cH:31][c:32]([F:35])[cH:33][cH:34]1>>[Cl:1][c:2]1[c:3](-[c:8]2[cH:9][c:10]3[c:14]4[c:15]([cH:16]2)[CH2:17][CH2:18][N:13]4[CH:12]2[CH:11]3[CH2:22][N:21]([CH2:24][CH2:25][CH2:26][C:27](=[O:28])[c:29]3[cH:30][cH:31][c:32]([F:35])[cH:33][cH:34]3)[CH2:20][CH2:19]2)[cH:4][cH:5][cH:6][cH:7]1. Reactants: COC(=O)c1ccc2c(c1)OCC2(C)Cc1ccc(Cl)cc1, CCO, Cl, [Na+], C1CCOC1, [OH-], O. Yields the product CC1(Cc2ccc(Cl)cc2)COc2cc(C(=O)O)ccc21. As a reaction SMILES: [CH3:1][O:2][C:3](=[O:4])[c:5]1[cH:6][c:7]2[c:8]([cH:21][cH:22]1)[C:9]([CH3:12])([CH2:13][c:14]1[cH:15][cH:16][c:17]([Cl:20])[cH:18][cH:19]1)[CH2:10][O:11]2.[CH3:25][CH2:26][OH:27].[ClH:28].[Na+:24].[O:29]1[CH2:30][CH2:31][CH2:32][CH2:33]1.[OH-:23].[OH2:34]>>[O:2]=[C:3]([OH:4])[c:5]1[cH:6][c:7]2[c:8]([cH:21][cH:22]1)[C:9]([CH3:12])([CH2:13][c:14]1[cH:15][cH:16][c:17]([Cl:20])[cH:18][cH:19]1)[CH2:10][O:11]2. Starting materials: C(C1=CC=CC=C1)N1N=C2C(=CC=CC2=C1C1=CC=C(C=C1)O)C(F)(F)F (4-(2-Benzyl-7-trifluoromethyl-2H-indazole-3-yl)-phenol), C(C1=CC=CC=C1)Br (benzylbromide), C([O-])([O-])=O.[K+].[K+] (potassium carbonate). Solvent: CC(=O)C (acetone). Run at temperature 60 celsius. The product is C(C1=CC=CC=C1)N1N=C2C(=CC=CC2=C1C1=CC=C(C=C1)OCC1=CC=CC=C1)C(F)(F)F (2-BENZYL-3-[4-(BENZYLOXY)PHENYL]-7-(TRIFLUOROMETHYL)-2H-INDAZOLE). Reaction SMILES: [CH2:1]([N:8]1[C:16]([C:17]2[CH:22]=[CH:21][C:20]([OH:23])=[CH:19][CH:18]=2)=[C:15]2[C:10]([C:11]([C:24]([F:27])([F:26])[F:25])=[CH:12][CH:13]=[CH:14]2)=[N:9]1)[C:2]1[CH:7]=[CH:6][CH:5]=[CH:4][CH:3]=1.[CH2:28](Br)[C:29]1[CH:34]=[CH:33][CH:32]=[CH:31][CH:30]=1.C(=O)([O-])[O-].[K+].[K+]>CC(C)=O>[CH2:1]([N:8]1[C:16]([C:17]2[CH:22]=[CH:21][C:20]([O:23][CH2:28][C:29]3[CH:34]=[CH:33][CH:32]=[CH:31][CH:30]=3)=[CH:19][CH:18]=2)=[C:15]2[C:10]([C:11]([C:24]([F:27])([F:25])[F:26])=[CH:12][CH:13]=[CH:14]2)=[N:9]1)[C:2]1[CH:7]=[CH:6][CH:5]=[CH:4][CH:3]=1 |f:2.3.4|. Procedure: 4-(2-Benzyl-7-trifluoromethyl-2H-indazole-3-yl)-phenol (10 mg, 1 eq) was treated with benzylbromide (10 μL, 3 eq) and potassium carbonate (19 mg, 5 eq) in acetone (1 mL). The reaction mixture was heated at 60° C. until completion of the reaction, as judged by TLC. Volatiles were removed in vacuo and the residue treated with a water/dichloromethane mixture followed by extraction with dichloromethane. Purification by flash chromatography (silica, ethyl acetate/n-heptane, 1:9) gave the title compou... Starting materials: ClC[C@@]([C@@H](C)OC1OCCCC1)(O)C1=C(C=C(C=C1)F)F ((2R,3R)-1-chloro-2-(2,4-difluorophenyl)-3-(3,4,5,6-tetrahydro-2H-pyran-2-yloxy)butan-2-ol), O.C1(=CC=C(C=C1)S(=O)(=O)O)C (p-toluenesulfonic acid monohydrate). RXN SMILES: [Cl:1][CH2:2][C@:3]([C:14]1[CH:19]=[CH:18][C:17]([F:20])=[CH:16][C:15]=1[F:21])([OH:13])[C@H:4]([O:6]C1CCCCO1)[CH3:5].O.C1(C)C=CC(S(O)(=O)=O)=CC=1>CO>[Cl:1][CH2:2][C@:3]([C:14]1[CH:19]=[CH:18][C:17]([F:20])=[CH:16][C:15]=1[F:21])([OH:13])[C@H:4]([OH:6])[CH3:5] |f:1.2|. Procedure details: A mixed solution of 0.15 g (0.47 mmol) of (2R,3R)-1-chloro-2-(2,4-difluorophenyl)-3-(3,4,5,6-tetrahydro-2H-pyran-2-yloxy)butan-2-ol, 5 mL of methanol, and 0.02 g of p-toluenesulfonic acid monohydrate was stirred at room temperature for 30 minutes. Concentration was performed under reduced pressure to obtain a crude product. The resulting product was purified by column on silica gel to obtain 0.12 g of the title compound (yield: 97%). The yield is 107.9%. The product is ClC[C@@]([C@@H](C)O)(O)C1=C(C=C(C=C1)F)F ((2R,3R)-1-Chloro-2-(2,4-difluorophenyl)butane-2,3-diol). Run in CO (methanol). Reactants: C1(=CC=CC=C1)CN (benzenemethanamine), Cl (HCl), intermediate 18, C(C1=CC=CC=C1)(=O)C=1C=CC(=C(C(=O)O)C1)[N+](=O)[O-] (5-benzoyl-2-nitrobenzoic acid), C(=O)(N1C=NC=C1)N1C=NC=C1 (1,1'-carbonylbis[1H-imidazole]). Run in ClCCl (dichloromethane), O (water). Run at time 1 hour. Yields the product C(C1=CC=CC=C1)(=O)C=1C=CC(=C(C(=O)NCC2=CC=CC=C2)C1)[N+](=O)[O-] (5-benzoyl-2-nitro-N-(phenylmethyl)benzamide). The yield is 72.5%. RXN SMILES: [C:1]([C:9]1[CH:10]=[CH:11][C:12]([N+:18]([O-:20])=[O:19])=[C:13]([CH:17]=1)[C:14]([OH:16])=O)(=[O:8])[C:2]1[CH:7]=[CH:6][CH:5]=[CH:4][CH:3]=1.C(N1C=CN=C1)(N1C=CN=C1)=O.[C:33]1([CH2:39][NH2:40])[CH:38]=[CH:37][CH:36]=[CH:35][CH:34]=1.Cl>O.ClCCl>[C:1]([C:9]1[CH:10]=[CH:11][C:12]([N+:18]([O-:20])=[O:19])=[C:13]([CH:17]=1)[C:14]([NH:40][CH2:39][C:33]1[CH:38]=[CH:37][CH:36]=[CH:35][CH:34]=1)=[O:16])(=[O:8])[C:2]1[CH:3]=[CH:4][CH:5]=[CH:6][CH:7]=1. Procedure: To solution of 8.5 parts of intermediate 18, namely 5-benzoyl-2-nitrobenzoic acid, in 66.5 parts of dichloromethane were added 5.3 parts of 1,1'-carbonylbis[1H-imidazole]. After stirring for 1 hour at room temperature, there were added 9.8 parts of benzenemethanamine. Stirring at room temperature was continued for 8 hours. The reaction mixture was diluted with 100 parts of water and acidified with HCl. The organic layer was separated, dried, filtered and evaporated. The residue was purified twic...